From a dataset of the Open Reaction Database (ORD), a public repository of structured organic reaction records. describe an organic reaction: reactants, conditions, products, and yield Starting materials: Cc1cc(N)on1, O=C(Cl)OCC(Cl)(Cl)Cl, C1CCOC1, O, c1ccncc1. The product is Cc1cc(NC(=O)OCC(Cl)(Cl)Cl)on1. RXN SMILES: [CH3:1][c:2]1[n:3][o:4][c:5]([NH2:7])[cH:6]1.[Cl:14][C:15](=[O:16])[O:17][CH2:18][C:19]([Cl:20])([Cl:21])[Cl:22].[O:24]1[CH2:25][CH2:26][CH2:27][CH2:28]1.[OH2:23].[cH:8]1[cH:9][cH:10][n:11][cH:12][cH:13]1>>[CH3:1][c:2]1[n:3][o:4][c:5]([NH:7][C:15](=[O:16])[O:17][CH2:18][C:19]([Cl:20])([Cl:21])[Cl:22])[cH:6]1. Reactants: N([C@@H](CC1=CC=CC=C1)C(=O)O)C(=O)OC(C)(C)C.N1CCOCC1 (Boc-Phe morpholine), C(C)(C)N(CC)C(C)C (diisopropylethylamine), C(CCl)Cl (EDC), N([C@@H](CC1=CC=CC=C1)C(=O)O)C(=O)OC(C)(C)C (Boc-Phe-OH), N1CCOCC1 (morpholine), ON1N=NC2=C1C=CC=C2 (1-hydroxybenztriazole). The solvent is CN(C=O)C (dimethylformamide). Conditions: time 8 hour. The product is N([C@@H](CC1=CC=CC=C1)C(=O)O)C(=O)OC(C)(C)C.N1(CCOCC1)C(=O)N (Boc-Phe Morpholinamide). Isolated yield 99.0%. As a reaction SMILES: [NH:1]([C:13]([O:15][C:16]([CH3:19])([CH3:18])[CH3:17])=[O:14])[C@H:2]([C:10]([OH:12])=[O:11])[CH2:3][C:4]1[CH:9]=[CH:8][CH:7]=[CH:6][CH:5]=1.[NH:20]1[CH2:25][CH2:24][O:23][CH2:22][CH2:21]1.ON1C2C=CC=CC=2N=N1.C(N(C(C)C)CC)(C)C.C(Cl)CCl.[NH:49]([C:61](OC(C)(C)C)=[O:62])[C@H](C(O)=O)CC1C=CC=CC=1.N1CCOCC1>CN(C)C=O>[NH:1]([C:13]([O:15][C:16]([CH3:19])([CH3:18])[CH3:17])=[O:14])[C@H:2]([C:10]([OH:12])=[O:11])[CH2:3][C:4]1[CH:9]=[CH:8][CH:7]=[CH:6][CH:5]=1.[N:20]1([C:61]([NH2:49])=[O:62])[CH2:25][CH2:24][O:23][CH2:22][CH2:21]1 |f:5.6,8.9|. Procedure: A 250 ml flask was charged with Boc-Phe-OH (10 g, 38 mmol), morpholine (3.3 g, 38 mmol) and 1-hydroxybenztriazole (5.1 g, 38 mmol) in 100 ml dry dimethylformamide (DMF). To this solution was added diisopropylethylamine (DIEA) at zero degrees C until the pH value reached 8, followed by addition of EDC (8.8 g, 46 mmol). The solution was slowly warmed to room temperature. The mixture was stirred for eight hours at room temperature (about 22° C.). The DMF was removed by vacuum evaporator, ethyl acet... Reactants: C(C)(C)(C)SC1=C(N(C2=CC=C(C=C12)OCC1=NC=CC=C1)CC1=CC=C(C(=O)NN)C=C1)CC(C)(C)C (4-[3-tert-Butylsulfanyl-2-(2,2-dimethyl-propyl)-5-(pyridin-2-ylmethoxy)-indol-1-ylmethyl]-benzoic acid hydrazide), C1=CN(C=N1)C(=N)N2C=CN=C2 (C-(Di-imidazol-1-yl)-methyleneamine). The solvent is CN(C)C=O (DMF). Reaction conditions: temperature 85 celsius. The product is C(C)(C)(C)SC1=C(N(C2=CC=C(C=C12)OCC1=NC=CC=C1)CC1=CC=C(C=C1)C1=NN=C(O1)N)CC(C)(C)C (5-{4-[3-tert-Butylsulfanyl-2-(2,2-dimethyl-propyl)-5-(pyridin-2-ylmethoxy)-indol-1-ylmethyl]-phenyl}-[1,3,4]oxadiazol-2-ylamine). Reaction SMILES: [C:1]([S:5][C:6]1[C:14]2[C:9](=[CH:10][CH:11]=[C:12]([O:15][CH2:16][C:17]3[CH:22]=[CH:21][CH:20]=[CH:19][N:18]=3)[CH:13]=2)[N:8]([CH2:23][C:24]2[CH:33]=[CH:32][C:27]([C:28]([NH:30][NH2:31])=[O:29])=[CH:26][CH:25]=2)[C:7]=1[CH2:34][C:35]([CH3:38])([CH3:37])[CH3:36])([CH3:4])([CH3:3])[CH3:2].C1N=C[N:41](C(N2C=NC=C2)=N)[CH:40]=1>CN(C=O)C>[C:1]([S:5][C:6]1[C:14]2[C:9](=[CH:10][CH:11]=[C:12]([O:15][CH2:16][C:17]3[CH:22]=[CH:21][CH:20]=[CH:19][N:18]=3)[CH:13]=2)[N:8]([CH2:23][C:24]2[CH:25]=[CH:26][C:27]([C:28]3[O:29][C:40]([NH2:41])=[N:31][N:30]=3)=[CH:32][CH:33]=2)[C:7]=1[CH2:34][C:35]([CH3:38])([CH3:37])[CH3:36])([CH3:4])([CH3:3])[CH3:2]. Reported procedure: To 4-[3-tert-Butylsulfanyl-2-(2,2-dimethyl-propyl)-5-(pyridin-2-ylmethoxy)-indol-1-ylmethyl]-benzoic acid hydrazide (0.05 g, 0.10 mmol) in DMF (1 mL) was added C-(Di-imidazol-1-yl)-methyleneamine (0.08 g, 0.50 mmol), and the reaction was heated at 85° C. for 3 hours. The mixture was cooled to room temperature and partitioned between water and EtOAc. The aqueous layer was extracted with EtOAc, and the combined organic layers were dried over MgSO4, filtered, and concentrated. The residue was purif... The reactants are CC(C)(C)OC(=O)N1CCN(c2ccc(N)cc2F)CC1, CCN=C=NCCCN(C)C, ClCCl, Cl, [Na+], [OH-], O, On1nnc2ccccc21, O=C(O)c1ccccc1-c1ccccc1. Product: CC(C)(C)OC(=O)N1CCN(c2ccc(NC(=O)c3ccccc3-c3ccccc3)cc2F)CC1. RXN SMILES: [C:1]([CH3:2])([CH3:3])([CH3:4])[O:5][C:6](=[O:7])[N:8]1[CH2:9][CH2:10][N:11]([c:14]2[c:15]([F:21])[cH:16][c:17]([NH2:20])[cH:18][cH:19]2)[CH2:12][CH2:13]1.[CH3:49][N:50]([CH3:51])[CH2:52][CH2:53][CH2:54][N:55]=[C:56]=[N:57][CH2:58][CH3:59].[Cl:60][CH2:61][Cl:62].[ClH:48].[Na+:64].[OH-:63].[OH2:37].[OH:38][n:39]1[c:40]2[cH:41][cH:42][cH:43][cH:44][c:45]2[n:46][n:47]1.[c:22]1(-[c:31]2[cH:32][cH:33][cH:34][cH:35][cH:36]2)[c:23]([C:28](=[O:29])[OH:30])[cH:24][cH:25][cH:26][cH:27]1>>[C:1]([CH3:2])([CH3:3])([CH3:4])[O:5][C:6](=[O:7])[N:8]1[CH2:9][CH2:10][N:11]([c:14]2[c:15]([F:21])[cH:16][c:17]([NH:20][C:28]([c:23]3[c:22](-[c:31]4[cH:32][cH:33][cH:34][cH:35][cH:36]4)[cH:27][cH:26][cH:25][cH:24]3)=[O:29])[cH:18][cH:19]2)[CH2:12][CH2:13]1. Starting materials: ClC1=C(C=C(C=C1)CNC(=O)C1CC1)C1=NN(C(N1)=O)C1=CC=C(C(=O)OC)C=C1 (methyl 4-(3-(2-chloro-5-(cyclopropane carboxamidomethyl)phenyl)-5-oxo-4,5-dihydro-1H-1,2,4-triazol-1-yl)benzoate), FC(C=1C=C(N)C=CC1)(F)F (3-(trifluoromethyl)aniline), C[Al](C)C (trimethyl aluminium). Solvent: C1(=CC=CC=C1)C (toluene). The product is ClC1=C(C=C(C=C1)CNC(=O)C1CC1)C1=NN(C(N1)=O)C1=CC=C(C(=O)NC2=CC(=CC=C2)C(F)(F)F)C=C1 (4-(3-(2-Chloro-5-(cyclopropanecarboxamidomethyl)phenyl)-5-oxo-4,5-dihydro-1H-1,2,4-triazol-1-yl)-N-(3-(trifluoromethyl)phenyl)benzamide). Yield: 7.5%. RXN SMILES: [Cl:1][C:2]1[CH:7]=[CH:6][C:5]([CH2:8][NH:9][C:10]([CH:12]2[CH2:14][CH2:13]2)=[O:11])=[CH:4][C:3]=1[C:15]1[NH:19][C:18](=[O:20])[N:17]([C:21]2[CH:30]=[CH:29][C:24]([C:25](OC)=[O:26])=[CH:23][CH:22]=2)[N:16]=1.[F:31][C:32]([F:41])([F:40])[C:33]1[CH:34]=[C:35]([CH:37]=[CH:38][CH:39]=1)[NH2:36].C[Al](C)C>C1(C)C=CC=CC=1>[Cl:1][C:2]1[CH:7]=[CH:6][C:5]([CH2:8][NH:9][C:10]([CH:12]2[CH2:14][CH2:13]2)=[O:11])=[CH:4][C:3]=1[C:15]1[NH:19][C:18](=[O:20])[N:17]([C:21]2[CH:30]=[CH:29][C:24]([C:25]([NH:36][C:35]3[CH:37]=[CH:38][CH:39]=[C:33]([C:32]([F:31])([F:40])[F:41])[CH:34]=3)=[O:26])=[CH:23][CH:22]=2)[N:16]=1. Reported procedure: The title compound was prepared by following the procedure as described for Example-31 by using methyl 4-(3-(2-chloro-5-(cyclopropane carboxamidomethyl)phenyl)-5-oxo-4,5-dihydro-1H-1,2,4-triazol-1-yl)benzoate (Intermediate-42, 0.100 g, 0.24 mmol), 3-(trifluoromethyl)aniline (0.050 g, 0.36 mmol), trimethyl aluminium (2M solution in toluene) (1 mL) and dry toluene (8.0 mL). The reaction mass was quenched in water, extracted with DCM and the organic layer was concentrated to afford 0.010 g of desir... The reactants are C(C)(C)(C)OC(=O)N1C(C[C@H](C1)O)COC1=C(C=CC=C1)CCC1=CC=CC=C1 ((4R)-1-t-butoxycarbonyl-4-hydroxy-2-[2-(2-phenylethyl)phenoxymethyl]pyrrolidine), [H-].[Al+3].[Li+].[H-].[H-].[H-] (lithium aluminum hydride). Run in O1CCCC1 (tetrahydrofuran). Product: O[C@@H]1CC(N(C1)C)COC1=C(C=CC=C1)CCC1=CC=CC=C1 ((4R)-4-Hydroxy-1-methyl-2-[2-(2-phenylethyl)phenoxymethyl]pyrrolidine). The yield is 63.8%. As a reaction SMILES: C(O[C:6]([N:8]1[CH2:12][C@H:11]([OH:13])[CH2:10][CH:9]1[CH2:14][O:15][C:16]1[CH:21]=[CH:20][CH:19]=[CH:18][C:17]=1[CH2:22][CH2:23][C:24]1[CH:29]=[CH:28][CH:27]=[CH:26][CH:25]=1)=O)(C)(C)C.[H-].[Al+3].[Li+].[H-].[H-].[H-]>O1CCCC1>[OH:13][C@H:11]1[CH2:12][N:8]([CH3:6])[CH:9]([CH2:14][O:15][C:16]2[CH:21]=[CH:20][CH:19]=[CH:18][C:17]=2[CH2:22][CH2:23][C:24]2[CH:25]=[CH:26][CH:27]=[CH:28][CH:29]=2)[CH2:10]1 |f:1.2.3.4.5.6|. Reported procedure: Following a procedure similar to that described in Example 38, 300 mg of (4R)-1-t-butoxycarbonyl-4-hydroxy-2-[2-(2-phenylethyl)phenoxymethyl]pyrrolidine [prepared as described in Example 65(b)] were reacted with 85.9 mg of lithium aluminum hydride dispersed in 30 ml of tetrahydrofuran. The mixture was then worked up as described in Example 38, and the crude product thus obtained was purified by column chromatography through silica gel, using a 10:1 by volume mixture of methylene chloride and met... Reactants: FC=1C=C(C=CC1[N+](=O)[O-])O (3-fluoro-4-nitrophenol), NCC(=O)O (glycine), C(O)([O-])=O.[Na+] (sodium hydrogen carbonate), C(C)O (ethanol). Solvent: O (water). The product is OC=1C=CC(=C(C1)NCC(=O)O)[N+](=O)[O-] (N-(5-hydroxy-2-nitrophenyl)-amino acetic acid). The yield is 98.0%. RXN SMILES: F[C:2]1[CH:3]=[C:4]([OH:11])[CH:5]=[CH:6][C:7]=1[N+:8]([O-:10])=[O:9].[NH2:12][CH2:13][C:14]([OH:16])=[O:15].C(=O)([O-])O.[Na+].C(O)C>O>[OH:11][C:4]1[CH:5]=[CH:6][C:7]([N+:8]([O-:10])=[O:9])=[C:2]([NH:12][CH2:13][C:14]([OH:16])=[O:15])[CH:3]=1 |f:2.3|. Procedure details: 3-fluoro-4-nitrophenol 50 g (0.138 mole), glycine 48 g (0.637 mole) and sodium hydrogen carbonate 107 g (1.27 mole) were added to a mixture of ethanol 600 ml and water 100 ml and refluxed for 5 days. The solvent was distilled off in vacuo. The reaction mixture was acidified by adding dilute HCl and filtered. The filtrate was washed with dilute HCl and water, then dried in vacuo to obtain N-(5-hydroxy-2-nitrophenyl)-amino acetic acid as a yellow solid. Yield: 66.4 g (yield: 98%)